This data is from the Open Reaction Database (ORD), a public repository of structured organic reaction records. The task is: describe an organic reaction: reactants, conditions, products, and yield The reactants are C(#N)C=1C(=NOC1C1=CC=C(C=C1)C(F)(F)F)C(=O)OCC (ethyl 4-cyano-5-(4-(trifluoromethyl)phenyl)isoxazole-3-carboxylate), C1(CCCC1)N (cyclopentylamine). Solvent: C(C)O (ethanol). Reaction conditions: temperature 82 celsius. The product is C(#N)C=1C(=NOC1C1=CC=C(C=C1)C(F)(F)F)C(=O)NC1CCCC1 (4-Cyano-N-cyclopentyl-5-(4-(trifluoromethyl)phenyl)isoxazole-3-carboxamide). Reaction SMILES: [C:1]([C:3]1[C:4]([C:18]([O:20]CC)=O)=[N:5][O:6][C:7]=1[C:8]1[CH:13]=[CH:12][C:11]([C:14]([F:17])([F:16])[F:15])=[CH:10][CH:9]=1)#[N:2].[CH:23]1([NH2:28])[CH2:27][CH2:26][CH2:25][CH2:24]1>C(O)C>[C:1]([C:3]1[C:4]([C:18]([NH:28][CH:23]2[CH2:27][CH2:26][CH2:25][CH2:24]2)=[O:20])=[N:5][O:6][C:7]=1[C:8]1[CH:13]=[CH:12][C:11]([C:14]([F:17])([F:15])[F:16])=[CH:10][CH:9]=1)#[N:2]. Procedure: A mixture of ethyl 4-cyano-5-(4-(trifluoromethyl)phenyl)isoxazole-3-carboxylate (150 mg, 0.48 mmol) and cyclopentylamine (0.24 mL, 2.4 mmol) in ethanol (5 mL) was heated to 82° C. for 16 hours. The volatiles were removed in vacuo and the residue was purified by silica gel chromatography, eluting with 5% methanol in dichloromethane to afford the title compound: (130 mg, 0.37 mmol). 1H NMR (300 MHz, CDCl3) δ 8.27 (m, 2H), 7.86 (m, 2H), 6.68 (br. d, 1H), 4.43 (m, 1H), 2.11 (m, 2H), 1.85-1.45 (m, 6H... Reactants: acid chloride, Cl.COC([C@@H](N)CC1=CC=C(C=C1)C=1C(N(C(=CC1C(F)(F)F)C)C)=O)=O (4-[1,6-dimethyl-4-(trifluoromethyl)-2-oxo-3-pyridinyl]-phenylalanine methyl ester hydrochloride), CCN(C(C)C)C(C)C (DIPEA). The solvent is ClCCl (dichloromethane). Run at time 3 day. The product is COC([C@@H](NC(=O)C1=C(C=CC=C1C)CC)CC1=CC=C(C=C1)C=1C(N(C(=CC1C(F)(F)F)C)C)=O)=O (N-[(2-ethyl-6-methylphenyl)carbonyl]-4-[1,6-dimethyl-4-(trifluoromethyl)-2-oxo-3-pyridinyl]-L-phenylalanine methyl ester). The yield is 122.8%. RXN SMILES: Cl.[CH3:2][O:3][C:4](=[O:27])[C@H:5]([CH2:7][C:8]1[CH:13]=[CH:12][C:11]([C:14]2[C:15](=[O:26])[N:16]([CH3:25])[C:17]([CH3:24])=[CH:18][C:19]=2[C:20]([F:23])([F:22])[F:21])=[CH:10][CH:9]=1)[NH2:6].CCN([CH:34]([CH3:36])[CH3:35])C(C)C>ClCCl>[CH3:2][O:3][C:4](=[O:27])[C@H:5]([CH2:7][C:8]1[CH:9]=[CH:10][C:11]([C:14]2[C:15](=[O:26])[N:16]([CH3:25])[C:17]([CH3:24])=[CH:18][C:19]=2[C:20]([F:21])([F:22])[F:23])=[CH:12][CH:13]=1)[NH:6][C:15]([C:14]1[C:11]([CH3:12])=[CH:10][CH:9]=[CH:8][C:36]=1[CH2:34][CH3:35])=[O:26] |f:0.1|. Procedure: A mixture of the above prepared acid chloride, 4-[1,6-dimethyl-4-(trifluoromethyl)-2-oxo-3-pyridinyl]-phenylalanine methyl ester hydrochloride (100 mg, 0.25 mmol) in dichloromethane (5 mL) was treated with DIPEA (0.17 mL, 1.0 mmol) and the resulting light brown solution was stirred for 3 days. The mixture was concentrated, diluted with ethyl acetate, washed with 1 N HCl and brine solution and was dried over magnesium sulfate. Filtration and evaporation afforded a residue, which was purified by s... Reactants: OC(=O)C(F)(F)F.C(C)(C)N1N=CN=C1C=1SC=2CCOC3=C(C2N1)C=C(C=C3)C3CCNCC3 (2-(2-isopropyl-2H-[1,2,4]triazol-3-yl)-9-piperidin-4-yl-4,5-dihydro-6-oxa-3-thia-1-aza-benzo[e]azulene TFA salt), BrCC(=O)N (bromoacetamide). Product: C(C)(C)N1N=CN=C1C=1SC=2CCOC3=C(C2N1)C=C(C=C3)C3CCN(CC3)CC(=O)N (2-{4-[2-(2-Isopropyl-2H-[1,2,4]triazol-3-yl)-4,5-dihydro-6-oxa-3-thia-1-aza-benzo[e]azulen-9-yl]-piperidin-1-yl}-acetamide). RXN SMILES: OC(C(F)(F)F)=O.[CH:8]([N:11]1[C:15]([C:16]2[S:17][C:18]3[CH2:19][CH2:20][O:21][C:22]4[CH:29]=[CH:28][C:27]([CH:30]5[CH2:35][CH2:34][NH:33][CH2:32][CH2:31]5)=[CH:26][C:23]=4[C:24]=3[N:25]=2)=[N:14][CH:13]=[N:12]1)([CH3:10])[CH3:9].Br[CH2:37][C:38]([NH2:40])=[O:39]>>[CH:8]([N:11]1[C:15]([C:16]2[S:17][C:18]3[CH2:19][CH2:20][O:21][C:22]4[CH:29]=[CH:28][C:27]([CH:30]5[CH2:35][CH2:34][N:33]([CH2:37][C:38]([NH2:40])=[O:39])[CH2:32][CH2:31]5)=[CH:26][C:23]=4[C:24]=3[N:25]=2)=[N:14][CH:13]=[N:12]1)([CH3:10])[CH3:9] |f:0.1|. Procedure details: Following the procedure for 319, 2-(2-isopropyl-2H-[1,2,4]triazol-3-yl)-9-piperidin-4-yl-4,5-dihydro-6-oxa-3-thia-1-aza-benzo[e]azulene TFA salt was alkylated with bromoacetamide to give 357 isolated as a white solid (167 mg, 86%). LCMS: RT=7.55 min, [M+H]+=453. 1H NMR δ (ppm) (DMSO-d6): 8.23 (1H, d, J=2.30 Hz), 8.06 (1H, s), 7.14 (1H, dd, J=8.34, 2.37 Hz), 7.10 (2H, s), 6.95 (1H, d, J=8.26 Hz), 5.79-5.68 (1H, m), 4.33-4.27 (2H, m), 3.41-3.35 (2H, m), 2.92-2.81 (4H, m), 2.50 (1H, m), 2.17 (2H, d... The reactants are ClCCl, CC(c1ccncn1)C(O)(Cn1cncn1)c1ccc(F)cc1F, O=C(OO)c1cccc(Cl)c1. The product is CC(c1cc[n+]([O-])cn1)C(O)(Cn1cncn1)c1ccc(F)cc1F. As a reaction SMILES: [Cl:36][CH2:37][Cl:38].[F:1][c:2]1[c:3]([C:9]([CH2:10][n:11]2[n:12][cH:13][n:14][cH:15]2)([CH:16]([CH3:17])[c:18]2[n:19][cH:20][n:21][cH:22][cH:23]2)[OH:24])[cH:4][cH:5][c:6]([F:8])[cH:7]1.[OH:25][O:26][C:27]([c:28]1[cH:29][c:30]([Cl:31])[cH:32][cH:33][cH:34]1)=[O:35]>>[F:1][c:2]1[c:3]([C:9]([CH2:10][n:11]2[n:12][cH:13][n:14][cH:15]2)([CH:16]([CH3:17])[c:18]2[n:19][cH:20][n+:21]([O-:25])[cH:22][cH:23]2)[OH:24])[cH:4][cH:5][c:6]([F:8])[cH:7]1. Reactants: C1(=CC=CC=C1)CCCNCCCNC(=O)C1=CC2=CN=C3C=CC=C(S1)N32 (N-[3-(N-(3-phenylpropan-1-yl)amino)propan-1-yl]-5-thia-1,8b-diazaacenaphthylene-4-carboxamide), Cl.CO (HCl methanol). Solvent: C(C)O (ethanol). Yields the product Cl.Cl.CN(CCCC1=CC=CC=C1)CCCNC(=O)C1=CC2=CN=C3C=CC=C(S1)N32 (N-[3-(N-methyl-N-(3-phenylpropan-1-yl)amino)propan-1-yl)-5-thia-1,8b-diazaacenaphthylene-4-carboxamide Dihydrochloride). RXN SMILES: [C:1]1([CH2:7][CH2:8][CH2:9][NH:10][CH2:11][CH2:12][CH2:13][NH:14][C:15]([C:17]2[S:27][C:26]3[N:28]4[C:19](=[CH:20][N:21]=[C:22]4[CH:23]=[CH:24][CH:25]=3)[CH:18]=2)=[O:16])[CH:6]=[CH:5][CH:4]=[CH:3][CH:2]=1.[ClH:29].[CH3:30]O>C(O)C>[ClH:29].[ClH:29].[CH3:30][N:10]([CH2:11][CH2:12][CH2:13][NH:14][C:15]([C:17]1[S:27][C:26]2[N:28]3[C:19](=[CH:20][N:21]=[C:22]3[CH:23]=[CH:24][CH:25]=2)[CH:18]=1)=[O:16])[CH2:9][CH2:8][CH2:7][C:1]1[CH:2]=[CH:3][CH:4]=[CH:5][CH:6]=1 |f:1.2,4.5.6|. Reported procedure: To a solution of 577.3 mg (1.42 mM) of N-[3-(N-(3-phenylpropan-1-yl)amino)propan-1-yl]-5-thia-1,8b-diazaacenaphthylene-4-carboxamide in ethanol (6 ml) was added 2.0 ml (8.0 mM) of 4N-HCl/methanol at room temperature and the mixture was stirred for several minutes. The solvent was then distilled off under reduced pressure to provide the title compound.